Dataset: the Open Reaction Database (ORD), a public repository of structured organic reaction records. Task: describe an organic reaction: reactants, conditions, products, and yield Procedure details: 4-Bromo-2-chloro-6-fluoro-phenol (0.500 g, 2.21 mmol) is dissolved in dry THF, the reaction mixture is cooled to −78° C. (dry-ice/acetone bath) and 2.5M n-butylithium (1.06 ml, 2.66 mmol) is slowly added drop wise with stirring for 5 minutes. TMSCl (0.298 ml, 2.33 mmol) is added drop wise maintaining the temperature below −70° C. and the reaction mixture is stirred for 30 minutes. Boric acid triethyl ester is then added (0.385 ml, 2.26 mmol) followed by the second addition of n-butylitlium (1.06... Run at time 5 minute. Reactants: C(C)OB(OCC)OCC (Boric acid triethyl ester), BrC1=CC(=C(C(=C1)F)O)Cl (4-Bromo-2-chloro-6-fluoro-phenol), C[Si](C)(C)Cl (TMSCl), C(=O)=O.CC(=O)C (dry-ice acetone). Run in C1CCOC1 (THF). Reaction SMILES: Br[C:2]1[CH:7]=[C:6]([F:8])[C:5]([OH:9])=[C:4]([Cl:10])[CH:3]=1.C(=O)=O.CC(C)=O.C[Si](Cl)(C)C.C([O:25][B:26](OCC)[O:27]CC)C>C1COCC1>[Cl:10][C:4]1[CH:3]=[C:2]([B:26]([OH:27])[OH:25])[CH:7]=[C:6]([F:8])[C:5]=1[OH:9] |f:1.2|. Yields the product ClC=1C=C(C=C(C1O)F)B(O)O (3-Chloro-5-fluoro-4-hydroxyphenyl-boronic acid). Reactants: COC=1C=C(COC2=NN(C=C2C(=O)O)C)C=CC1OCC=1N=C(OC1C)C1=CC=CC=C1 (3-{[3-methoxy-4-(5-methyl-2-phenyl-1,3-oxazol-4-ylmethoxy)benzyl]oxy}-1-methyl-1H-pyrazole-4-carboxylic acid), Cl.C(C)N=C=NCCCN(C)C (1-ethyl-3-(3-dimethylaminopropyl)carbodiimide hydrochloride), CN(C=O)C (N,N-dimethylformamide). Run in O (water). Reaction conditions: time 8 hour. Product: COC=1C=C(COC2=NN(C=C2C(=O)N)C)C=CC1OCC=1N=C(OC1C)C1=CC=CC=C1 (3-{[3-methoxy-4-(5-methyl-2-phenyl-1,3-oxazol-4-ylmethoxy)benzyl]oxy}-1-methyl-1H-pyrazole-4-carboxamide). Yield: 79.1%. RXN SMILES: [CH3:1][O:2][C:3]1[CH:4]=[C:5]([CH:17]=[CH:18][C:19]=1[O:20][CH2:21][C:22]1[N:23]=[C:24]([C:28]2[CH:33]=[CH:32][CH:31]=[CH:30][CH:29]=2)[O:25][C:26]=1[CH3:27])[CH2:6][O:7][C:8]1[C:12]([C:13]([OH:15])=O)=[CH:11][N:10]([CH3:16])[N:9]=1.Cl.C([N:37]=C=NCCCN(C)C)C.CN(C)C=O>O>[CH3:1][O:2][C:3]1[CH:4]=[C:5]([CH:17]=[CH:18][C:19]=1[O:20][CH2:21][C:22]1[N:23]=[C:24]([C:28]2[CH:29]=[CH:30][CH:31]=[CH:32][CH:33]=2)[O:25][C:26]=1[CH3:27])[CH2:6][O:7][C:8]1[C:12]([C:13]([NH2:37])=[O:15])=[CH:11][N:10]([CH3:16])[N:9]=1 |f:1.2|. Procedure details: A mixture of 3-{[3-methoxy-4-(5-methyl-2-phenyl-1,3-oxazol-4-ylmethoxy)benzyl]oxy}-1-methyl-1H-pyrazole-4-carboxylic acid (0.90 g), 1-hydroxy-1H-1,2,3-benzotriazole ammonia complex (0.35 g), 1-ethyl-3-(3-dimethylaminopropyl)carbodiimide hydrochloride (0.45 g) and N,N-dimethylformamide (10 mL) was stirred overnight at room temperature. The reaction mixture was poured into water and the mixture was extracted with ethyl acetate. The ethyl acetate layer was washed successively with dilute hydrochlor... Starting materials: [Si](C)(C)(C(C)(C)C)OC=1C=C(C=CC1)S(=O)(=O)C1=CC2=C(CCN(CC2)C(=O)OC(C)(C)C)C=C1 (7-(3-t-Butyldimethysilyloxyphenylsulfonyl)-3-(t-butoxycarbonyl)-2,3,4,5-tetrahydro-1H-3-benzazepine), O1CCCC1 (tetrahydrofuran). Solvent: C(C)(=O)OCC (ethyl acetate), [F-].C(CCC)[N+](CCCC)(CCCC)CCCC (tetra-n-butylammonium fluoride). Conditions: time 1 hour. Product: OC=1C=C(C=CC1)S(=O)(=O)C1=CC2=C(CCN(CC2)C(=O)OC(C)(C)C)C=C1 (7-(3-Hydroxyphenylsulfonyl)-3-(t-butoxycarbonyl)-2,3,4,5-tetrahydro-1H-3-benzazepine). Reaction SMILES: [Si]([O:8][C:9]1[CH:10]=[C:11]([S:15]([C:18]2[CH:35]=[CH:34][C:21]3[CH2:22][CH2:23][N:24]([C:27]([O:29][C:30]([CH3:33])([CH3:32])[CH3:31])=[O:28])[CH2:25][CH2:26][C:20]=3[CH:19]=2)(=[O:17])=[O:16])[CH:12]=[CH:13][CH:14]=1)(C(C)(C)C)(C)C.O1CCCC1>[F-].C([N+](CCCC)(CCCC)CCCC)CCC.C(OCC)(=O)C>[OH:8][C:9]1[CH:10]=[C:11]([S:15]([C:18]2[CH:35]=[CH:34][C:21]3[CH2:22][CH2:23][N:24]([C:27]([O:29][C:30]([CH3:31])([CH3:32])[CH3:33])=[O:28])[CH2:25][CH2:26][C:20]=3[CH:19]=2)(=[O:16])=[O:17])[CH:12]=[CH:13][CH:14]=1 |f:2.3|. Reported procedure: 7-(3-t-Butyldimethysilyloxyphenylsulfonyl)-3-(t-butoxycarbonyl)-2,3,4,5-tetrahydro-1H-3-benzazepine (5.4 g, 10.5 mmol) was dissolved in a solution of tetra-n-butylammonium fluoride in tetrahydrofuran (15 mL, 1M, 15 mmol). The solution was stirred for 1 h then diluted with ethyl acetate (100 mL) and washed with saturated aqueous sodium hydrogen carbonate (100 mL), and brine (100 mL), dried (MgSO4), and evaporated. Reactants: ClC1=CC=C(C=C1)SCCNC(=O)C1CCOCC1 (N-{2-[(4-chlorophenyl)sulfanyl]ethyl}tetrahydro-2H-pyran-4-carboxamide), C1CC(=O)N(C1=O)Cl (NCS), C(=O)(C(F)(F)F)O (TFA). Run in C(Cl)Cl (DCM), ClC1=CC=CC=C1 (chlorobenzene). Conditions: time 1 hour. Yields the product ClC1=CC=C(C=C1)SC1=CN=C(O1)C1CCOCC1 (5-[(4-chlorophenyl)sulfanyl]-2-(tetrahydro-2 H-pyran-4-yl)-1,3-oxazole). The yield is 79.7%. RXN SMILES: [Cl:1][C:2]1[CH:7]=[CH:6][C:5]([S:8][CH2:9][CH2:10][NH:11][C:12]([CH:14]2[CH2:19][CH2:18][O:17][CH2:16][CH2:15]2)=[O:13])=[CH:4][CH:3]=1.C1C(=O)N(Cl)C(=O)C1.C(O)(C(F)(F)F)=O>ClC1C=CC=CC=1.C(Cl)Cl>[Cl:1][C:2]1[CH:7]=[CH:6][C:5]([S:8][C:9]2[O:13][C:12]([CH:14]3[CH2:19][CH2:18][O:17][CH2:16][CH2:15]3)=[N:11][CH:10]=2)=[CH:4][CH:3]=1. Procedure details: To a solution of N-{2-[(4-chlorophenyl)sulfanyl]ethyl}tetrahydro-2H-pyran-4-carboxamide (9.48 g, 31.6 mmol) in chlorobenzene (316 ml) was added NCS (8.44 g, 63.2 mmol) by portions and the reaction mixture was stirred at RT for 1 h. TFA (1.218 ml, 15.81 mmol) was added and the reaction mixture was stirred at RT for 16 h. The reaction mixture was diluted with DCM, washed with aq NaHCO3, dried over sodium sulfate, concentrated in vacuo and purified by flash chromatography (silica 2×330 g, 0 to 50% ... Starting materials: [H-], [Li], CCOC(=O)Cc1cccc(N)n1, [Na+], C1CCOC1, [OH-], O. Yields the product Nc1cccc(CCO)n1. As a reaction SMILES: [H-:2].[Li:1].[NH2:3][c:4]1[cH:5][cH:6][cH:7][c:8]([CH2:10][C:11](=[O:12])[O:13][CH2:14][CH3:15])[n:9]1.[Na+:17].[O:18]1[CH2:19][CH2:20][CH2:21][CH2:22]1.[OH-:16].[OH2:23]>>[NH2:3][c:4]1[cH:5][cH:6][cH:7][c:8]([CH2:10][CH2:11][OH:12])[n:9]1. Starting materials: OC1CC2CC3CN(CC3N2C1)C(=O)OCC (ethyl 10-hydroxy-1,4-diazatricyclo[6.3.0.02,6 ]undecane-4-carboxylate), C([O-])([O-])=O.[Ba+2] (barium carbonate), Ba(OH)2, C([O-])([O-])=O.[K+].[K+] (potassium carbonate). The solvent is O (water). The product is OC1CC2CC3CNCC3N2C1 (10-Hydroxy-1,4-diazatricyclo[6.3.0.02,6 ]undecane). As a reaction SMILES: [OH:1][CH:2]1[CH2:12][N:11]2[CH:4]([CH2:5][CH:6]3[CH:10]2[CH2:9][N:8](C(OCC)=O)[CH2:7]3)[CH2:3]1.C(=O)([O-])[O-].[K+].[K+].C(=O)([O-])[O-].[Ba+2]>O>[OH:1][CH:2]1[CH2:12][N:11]2[CH:4]([CH2:5][CH:6]3[CH:10]2[CH2:9][NH:8][CH2:7]3)[CH2:3]1 |f:1.2.3,4.5|. Procedure details: 8 g (33.3 mmol) of ethyl 10-hydroxy-1,4-diazatricyclo[6.3.0.02,6 ]undecane-4-carboxylate are heated under reflux overnight with 21 g of Ba(OH)2. 8H2O in 150 ml of water. The mixture is saturated with potassium carbonate, barium carbonate is filtered off with suction and the filtrate is extracted ten times using 100 ml of chloroform each time. The extracts are dried over potassium carbonate and concentrated, and the residue is distilled. The reactants are C1CCOC1, CC(C)(C)[O-], CCOCC, CCOC=O, CCOC(=O)CCl, Cl, [K+]. Product: CCOC(=O)C(Cl)C=O. Reaction SMILES: [CH2:20]1[O:21][CH2:22][CH2:23][CH2:24]1.[CH3:1][C:2]([CH3:3])([O-:4])[CH3:5].[CH3:25][CH2:26][O:27][CH2:28][CH3:29].[CH:14]([O:15][CH2:16][CH3:17])=[O:18].[Cl:7][CH2:8][C:9](=[O:10])[O:11][CH2:12][CH3:13].[ClH:19].[K+:6]>>[CH:2](=[O:4])[CH:8]([Cl:7])[C:9](=[O:10])[O:11][CH2:12][CH3:13]. RXN SMILES: C(C1C=CC=CC=1[CH:6]=[C:7]1[C:19]2[N:18]3[CH:20]=[CH:21][N:22]=[C:17]3[C:16](=[O:23])[NH:15][C:14]=2[C:13]2[CH:12]=[CH:11][CH:10]=[CH:9][C:8]1=2)(O)=O.C1N2C3CC4C=CC=CC=4C=3NC(=O)C2=NC=1.C[O:46][C:47]([C:49]1[CH:50]=[C:51]([CH:54]=[CH:55][CH:56]=1)C=O)=[O:48].[H-].[Na+].[OH-].[Na+]>O.C(O)(=O)C.CS(C)=O>[C:47]([C:49]1[CH:56]=[C:55]([CH:54]=[CH:51][CH:50]=1)[CH:6]=[C:7]1[C:19]2[N:18]3[CH:20]=[CH:21][N:22]=[C:17]3[C:16](=[O:23])[NH:15][C:14]=2[C:13]2[CH:12]=[CH:11][CH:10]=[CH:9][C:8]1=2)([OH:48])=[O:46] |f:3.4,5.6|. The reactants are C(=O)(O)C1=C(C=C2C=3C=CC=CC3C=3NC(C=4N(C32)C=CN4)=O)C=CC=C1 (10-(2-carboxybenzylidene)-5H,10H-imidazo[1,2-a]indeno[1,2-e]pyrazin-4-one), [H-].[Na+] (sodium hydride), [OH-].[Na+] (sodium hydroxide), C1=CN=C2N1C1=C(NC2=O)C=2C=CC=CC2C1 (5H,10H-imidazo[1,2-a]indeno[1,2-e]pyrazin-4-one), COC(=O)C=1C=C(C=O)C=CC1 (3-methoxycarbonylbenzaldehyde). The product is C(=O)(O)C=1C=C(C=C2C=3C=CC=CC3C=3NC(C=4N(C32)C=CN4)=O)C=CC1 (10-(3-carboxybenzylidene)-5H,10H-imidazo[1,2-a]indeno[1,2-e]pyrazin-4-one). The solvent is O (water), C(C)(=O)O (acetic acid), CS(=O)C (dimethyl sulphoxide), O (water). Reported procedure: The process is performed as in Example 3 for the preparation of 10-(2-carboxybenzylidene)-5H,10H-imidazo[1,2-a]indeno[1,2-e]pyrazin-4-one but starting with 5 g of 5H,10H-imidazo[1,2-a]indeno[1,2-e]pyrazin-4-one, 100 ml of dimethyl sulphoxide, 4.04 g of 3-methoxycarbonylbenzaldehyde and 1.6 g of 80% sodium hydride. After treatment of the reaction mixture with 100 ml of water and 10 ml of acetic acid, the suspension obtained is filtered; the insoluble product is washed with water, air-dried and th... Starting materials: C(C)(C)(C)OC(=O)N(C)CC(=O)O (N-tert-butoxycarbonyl sarcosine), C(C)OC(CC=1N=C(SC1)N)=O (2-amino-4-thiazoleacetic acid ethyl ester). Yields the product CNCC(=O)NC=1SC=C(N1)CC(=O)OCC (2-[2-[Methylamino]acetylamino]-4-thiazoleacetic acid, ethyl ester). RXN SMILES: C(OC([N:8]([CH2:10][C:11]([OH:13])=O)[CH3:9])=O)(C)(C)C.[CH2:14]([O:16][C:17](=[O:25])[CH2:18][C:19]1[N:20]=[C:21]([NH2:24])[S:22][CH:23]=1)[CH3:15]>>[CH3:9][NH:8][CH2:10][C:11]([NH:24][C:21]1[S:22][CH:23]=[C:19]([CH2:18][C:17]([O:16][CH2:14][CH3:15])=[O:25])[N:20]=1)=[O:13]. Procedure: The subtitle compound was prepared from N-tert-butoxycarbonyl sarcosine (6.0 g) and 2-amino-4-thiazoleacetic acid ethyl ester (6.6 g) by the method of example 10 step (i). Yield 5.24 g Reactants: FC=1C=C2C=C(C(OC2=C(C1O)F)=O)C(=O)OCC (6,8-difluoro-7-hydroxycoumarin-3-carboxylic acid, ethyl ester), [OH-].[K+] (KOH), Cl (HCl). Run in C1CCOC1.CO.O (THF MeOH H2O). The product is FC=1C=C2C=C(C(OC2=C(C1O)F)=O)C(=O)O (6,8-difluoro-7-hydroxycoumarin 3-carboxylic acid). Yield: 90.4%. RXN SMILES: [F:1][C:2]1[CH:3]=[C:4]2[C:9](=[C:10]([F:13])[C:11]=1[OH:12])[O:8][C:7](=[O:14])[C:6]([C:15]([O:17]CC)=[O:16])=[CH:5]2.[OH-].[K+].Cl>C1COCC1.CO.O>[F:1][C:2]1[CH:3]=[C:4]2[C:9](=[C:10]([F:13])[C:11]=1[OH:12])[O:8][C:7](=[O:14])[C:6]([C:15]([OH:17])=[O:16])=[CH:5]2 |f:1.2,4.5.6|. Reported procedure: A solution of 14 (100 mg, 0.37 mmol) and KOH (70 mg, 85%, 1.1 mmol) in 7 mL of THF/MeOH/H2O (5:5:1) is heated at 60° C. for 2 hours. The reaction is poured into 50 mL 5% HCl and extracted with EtOAc (40 mL×2), washed with brine (30 mL), dried over anhydrous MgSO4, and concentrated in vacuo to yield 81 mg (94%) of Compound 15 as a green powder.